describe an organic reaction: reactants, conditions, products, and yield From a dataset of the Open Reaction Database (ORD), a public repository of structured organic reaction records. Reactants: CC1(OCCO1)C1=NOC(=C1)CN1N=CC(=N1)N (2-[3-(2-methyl-[1,3]dioxolan-2-yl)-isoxazol-5-ylmethyl]-2H-[1,2,3]triazol-4-ylamine), C1(=CC=CC=C1)C1=C(N=CO1)C(=O)O (5-phenyl-oxazole-4-carboxylic acid). Yields the product C(C)(=O)C1=NOC(=C1)CN1N=CC(=N1)NC(=O)C=1N=COC1C1=CC=CC=C1 (5-Phenyl-oxazole-4-carboxylic acid [2-(3-acetyl-isoxazol-5-ylmethyl)-2H-[1,2,3]triazol-4-yl]-amide). RXN SMILES: [CH3:1][C:2]1([C:7]2[CH:11]=[C:10]([CH2:12][N:13]3[N:17]=[C:16]([NH2:18])[CH:15]=[N:14]3)[O:9][N:8]=2)[O:6]CCO1.[C:19]1([C:25]2[O:29][CH:28]=[N:27][C:26]=2[C:30](O)=[O:31])[CH:24]=[CH:23][CH:22]=[CH:21][CH:20]=1>>[C:2]([C:7]1[CH:11]=[C:10]([CH2:12][N:13]2[N:17]=[C:16]([NH:18][C:30]([C:26]3[N:27]=[CH:28][O:29][C:25]=3[C:19]3[CH:20]=[CH:21][CH:22]=[CH:23][CH:24]=3)=[O:31])[CH:15]=[N:14]2)[O:9][N:8]=1)(=[O:6])[CH3:1]. Procedure details: Following general procedure A followed by L (with a reaction time of 3 weeks), starting from 2-[3-(2-methyl-[1,3]dioxolan-2-yl)-isoxazol-5-ylmethyl]-2H-[1,2,3]triazol-4-ylamine and 5-phenyl-oxazole-4-carboxylic acid. Starting materials: OC1=C(C=CC(=C1)[N+](=O)[O-])NC(=O)NC1=C(C=CC=C1)I (N-(2-hydroxy-4-nitrophenyl)-N′-(2-iodophenyl)urea), [Sn](Cl)(Cl)(Cl)Cl (Tin chloride), C(=O)(O)[O-].[Na+] (NaHCO3). Solvent: C(C)O (ethanol). Product: OC1=C(C=CC(=C1)N)NC(=O)NC1=C(C=CC=C1)I (N-(2-hydroxy-4-aminophenyl)-N′-(2-iodophenyl)urea). Isolated yield 88.7%. Reaction SMILES: [OH:1][C:2]1[CH:7]=[C:6]([N+:8]([O-])=O)[CH:5]=[CH:4][C:3]=1[NH:11][C:12]([NH:14][C:15]1[CH:20]=[CH:19][CH:18]=[CH:17][C:16]=1[I:21])=[O:13].[Sn](Cl)(Cl)(Cl)Cl.C([O-])(O)=O.[Na+]>C(O)C>[OH:1][C:2]1[CH:7]=[C:6]([NH2:8])[CH:5]=[CH:4][C:3]=1[NH:11][C:12]([NH:14][C:15]1[CH:20]=[CH:19][CH:18]=[CH:17][C:16]=1[I:21])=[O:13] |f:2.3|. Procedure: To a solution of N-(2-hydroxy-4-nitrophenyl)-N′-(2-iodophenyl)urea (220 mg, 0.55 mmol) in ethanol (15 mL), Tin chloride (522 mg, 2.75 mmol) was added. The reaction mixture was stirred at reflux for 16 hours then cooled to room temperature. The reaction mixture was basified to pH 8 with aq. NaHCO3 then extracted with ethyl acetate (3×). The organic extracts were combined, dried over MgSO4, filtered and concentrated under reduced pressure to give product (180 mg, 89%). EI-MS m/z 370 (M+H)+. The reactants are OC1=C2N(C(=NC1=O)CC1(CCCC1)C1=CC=CC3=CC=CC=C13)CCNC2=O (9-hydroxy-6-(1-naphthalen-1-yl-cyclopentylmethyl)-3,4-dihydro-2H-pyrazino[1,2-c]pyrimidine-1,8-dione), C(C1=CC=CC=C1)OC1=C2N(C(=NC1=O)CC1(CCCC1)C1=CC=CC3=CC=CC=C13)CCN(C2=O)C (9-benzyloxy-2-methyl-6-(1-naphthalen-1-yl-cyclopentylmethyl)-3,4-dihydro-2H-pyrazino[1,2-c]pyrimidine-1,8-dione). The product is OC1=C2N(C(=NC1=O)CC1(CCCC1)C1=CC=CC3=CC=CC=C13)CCN(C2=O)C (9-Hydroxy-2-methyl-6-(1-naphthalen-1-yl-cyclopentylmethyl)-3,4-dihydro-2H-pyrazino[1,2-c]pyrimidine-1,8-dione). As a reaction SMILES: OC1C(=O)N=C(CC2(C3C4C(=CC=CC=4)C=CC=3)CCCC2)N2CCNC(=O)C=12.C([O:37][C:38]1[C:43](=[O:44])[N:42]=[C:41]([CH2:45][C:46]2([C:51]3[C:60]4[C:55](=[CH:56][CH:57]=[CH:58][CH:59]=4)[CH:54]=[CH:53][CH:52]=3)[CH2:50][CH2:49][CH2:48][CH2:47]2)[N:40]2[CH2:61][CH2:62][N:63]([CH3:66])[C:64](=[O:65])[C:39]=12)C1C=CC=CC=1>>[OH:37][C:38]1[C:43](=[O:44])[N:42]=[C:41]([CH2:45][C:46]2([C:51]3[C:60]4[C:55](=[CH:56][CH:57]=[CH:58][CH:59]=4)[CH:54]=[CH:53][CH:52]=3)[CH2:50][CH2:49][CH2:48][CH2:47]2)[N:40]2[CH2:61][CH2:62][N:63]([CH3:66])[C:64](=[O:65])[C:39]=12. Reported procedure: This compound was prepared by following the same method as described for pure 9-hydroxy-6-(1-naphthalen-1-yl-cyclopentylmethyl)-3,4-dihydro-2H-pyrazino[1,2-c]pyrimidine-1,8-dione (349) from 9-benzyloxy-2-methyl-6-(1-naphthalen-1-yl-cyclopentylmethyl)-3,4-dihydro-2H-pyrazino[1,2-c]pyrimidine-1,8-dione (352) (85 mg, 0.17 mmol). The yield was 35 mg, 50% (white solid). Starting materials: FC(C1=C(C(=C(C(=N1)C(F)(F)F)C(=O)OCC)C=C)C(=O)OC)F (3-ethyl 5-methyl 6-(difluoromethyl)-4-vinyl-2-(trifluoromethyl)-3,5-pyridinedicarboxylate), OO (hydrogen peroxide), C([O-])(O)=O.[Na+] (sodium bicarbonate). Solvent: C(C)O (ethanol). Run at temperature 70 celsius. Yields the product FC(C1=C(C(=C(C(=N1)C(F)(F)F)C(=O)OCC)C1OC1)C(=O)OC)F (3-ethyl 5-methyl 6-(difluoromethyl)-4-(2-oxiranyl)-2-(trifluoromethyl)-3,5-pyridinedicarboxylate). The yield is 19.0%. As a reaction SMILES: [F:1][CH:2]([F:24])[C:3]1[N:8]=[C:7]([C:9]([F:12])([F:11])[F:10])[C:6]([C:13]([O:15][CH2:16][CH3:17])=[O:14])=[C:5]([CH:18]=[CH2:19])[C:4]=1[C:20]([O:22][CH3:23])=[O:21].OO.C(=O)(O)[O-:28].[Na+]>C(O)C>[F:24][CH:2]([F:1])[C:3]1[N:8]=[C:7]([C:9]([F:12])([F:10])[F:11])[C:6]([C:13]([O:15][CH2:16][CH3:17])=[O:14])=[C:5]([CH:18]2[CH2:19][O:28]2)[C:4]=1[C:20]([O:22][CH3:23])=[O:21] |f:2.3|. Reported procedure: A stirred mixture of 14.0 g (0.039 mole) of product of Example 99, 105 ml of ethanol, 70 ml (0.60 mole) of 30% hydrogen peroxide, and 2.9 g (0.033 mole) of sodium bicarbonate is heated at 70° C. for 3 hours. The reaction mixture is cooled and concentrated in vacuo to approximately 30 ml then extracted with 75 ml of methylene chloride. The methylene chloride solution is washed with 300 ml of water. The aqueous layer is extracted twice with 75 ml of methylene chloride. The combined methylene chlor... Starting materials: 2′-Hydroxy-3′-Disodium Phosphate 3,4,4′,5-tetramethoxy-(Z)-stilbene, OC1=C(\C=C/C2=CC(=C(C(=C2)OC)OC)OC)C=C(C(=C1)OC)O (2′,5′-Dihydroxy-3,4,4′,5-tetramethoxy-(Z)-stilbene), 2′-Disodium Phosphate 3,4,4′,5-tetramethoxy-(Z)-stilbene, 3′,5′-Diserinamide 3,4,4′,5-tetramethoxy-(Z)-stilbene, 3′,4′Diphosphate 3,4,5-trimethoxy-(Z)-stilbene, 2′,3′-Diphosphate 3,4,5-trimethoxy-(Z)-stilbene, 4′-Disodium Phosphate 2′-Iodo-3,4,5,5′-tetramethoxy-(Z)-stilbene, 3′-Disodium Phosphate 3,3′,4,4′,5-pentamethoxy-(Z)-stilbene, 3′,5′-Tetrasodium Phosphate 3,4,4′,5-tetramethoxy-(Z)-stilbene, 4′-phosphate 3,4,5-trimethoxy-(Z)-stilbene, 2′-Fluoro-3′-Disodium Phosphate 3,4,4′,5-tetramethoxy-(Z)-stilbene 2′-Hydroxy-3,4,4′,5-tetramethoxy-(Z)-stilbene, 2′-Disodium Phosphate 3,3′,4,4′,5-pentamethoxy-(Z)stilbene, [N+](=O)([O-])C1(CC(=CC(C1OC)(OC)[N+](=O)[O-])\C=C/C1=CC=C(C=C1)OC)OC (3,5-Dinitro-3,4,4′,5-tetramethoxy-(Z)-stilbene), OC1=C(\C=C/C2=CC(=C(C(=C2)OC)OC)OC)C=CC(=C1OC)OC (2′-hydroxy-3,3′,4,4′,5-pentamethoxy-(Z)stilbene), OC1=C(\C=C/C2=CC(=C(C(=C2)OC)OC)OC)C=CC=C1O (2′,3′-Dihydroxy-3,4,5-trimethoxy-(Z)-stilbene), OC1=CC(=C(\C=C/C2=CC(=C(C(=C2)OC)OC)OC)C=C1OC)I (4′-hydroxy-2′-Iodo-3,4,5,5′-tetramethoxy-(Z)-stilbene), OC=1C=C(\C=C/C2=CC(=C(C(=C2)OC)OC)OC)C=CC1O (3′,4′Dihydroxy-3,4,5-trimethoxy-(Z)-stilbene), 3′,5′-Diamine-3,4,4′,5-tetramethoxy-(Z)-stilbene, 2′,5′-Tetrasodium Diphosphate 3,4,4′,5-tetramethoxy-(Z)-stilbene, OC1=CC=C(\C=C/C2=CC(=C(C(=C2)OC)OC)OC)C=C1 (4′-hydroxy-3,4,5-trimethoxy-(Z)-stilbene), 2′-Bromo-3′-Disodium Phosphate 3,4,4′,5-tetramethoxy-(Z)-stilbene, OC=1C=C(\C=C/C2=CC(=C(C(=C2)OC)OC)OC)C=C(C1OC)OC (3′-hydroxy-3,4,4′,5,5′-pentamethoxy-(Z)stilbene). Reagents/catalysts: OC=1C=C(\C=C/C2=CC(=C(C(=C2)OC)OC)OC)C=C(C1OC)O (3′,5′-Dihydroxy-3,4,4′,5-tetramethoxy-(Z)-stilbene), N(=O)C1=C(\C=C/C2=CC(=C(C(=C2)OC)OC)OC)C=CC(=C1O)OC (2′-Nitroso-3′hydroxy-3,4,4′,5-tetramethoxy-(Z)-stilbene), BrC1=C(\C=C/C2=CC(=C(C(=C2)OC)OC)OC)C=CC(=C1O)OC (2′-Bromo-3′-Hydroxy-3,4,4′,5-tetramethoxy-(Z)-stilbene), OC=1C(=C(\C=C/C2=CC(=C(C(=C2)OC)OC)OC)C=CC1OC)OC (3′-Hydroxy-2′,3,4,4′,5-pentamethoxy-(Z)-stilbene), FC1=C(\C=C/C2=CC(=C(C(=C2)OC)OC)OC)C=CC(=C1O)OC (2′-Fluoro-3′-Hydroxy-3,4,4′,5-tetramethoxy-(Z)-stilbene). Product: [N+](=O)([O-])C1=C(\C=C/C2=CC(=C(C(=C2)OC)OC)OC)C=CC(=C1)OC (2′-Nitro-3,4,4′,5-tetramethoxy-(Z)-stilbene). Isolated yield 81.0%. Reaction SMILES: O[C:2]1[C:21](OC)=[C:20]([O:24][CH3:25])[CH:19]=[CH:18][C:3]=1/[CH:4]=[CH:5]\[C:6]1[CH:11]=[C:10]([O:12][CH3:13])[C:9]([O:14][CH3:15])=[C:8]([O:16][CH3:17])[CH:7]=1.OC1C=C(C=C(OC)C=1OC)/C=C\C1C=C(OC)C(OC)=C(OC)C=1.OC1C(OC)=CC(/C=C\C2C=C(OC)C(OC)=C(OC)C=2)=C(I)C=1.OC1C=C(OC)C(O)=CC=1/C=C\C1C=C(OC)C(OC)=C(OC)C=1.OC1C(O)=CC=CC=1/C=C\C1C=C(OC)C(OC)=C(OC)C=1.OC1C=C(C=CC=1O)/C=C\C1C=C(OC)C(OC)=C(OC)C=1.OC1C=CC(/C=C\C2C=C(OC)C(OC)=C(OC)C=2)=CC=1.[N+:164](C1(OC)C(OC)C([N+]([O-])=O)(OC)C=C(/C=C\C2C=CC(OC)=CC=2)C1)([O-:166])=[O:165]>OC1C=C(C=C(O)C=1OC)/C=C\C1C=C(OC)C(OC)=C(OC)C=1.BrC1C(O)=C(OC)C=CC=1/C=C\C1C=C(OC)C(OC)=C(OC)C=1.OC1C(OC)=C(C=CC=1OC)/C=C\C1C=C(OC)C(OC)=C(OC)C=1.FC1C(O)=C(OC)C=CC=1/C=C\C1C=C(OC)C(OC)=C(OC)C=1.N(C1C(O)=C(OC)C=CC=1/C=C\C1C=C(OC)C(OC)=C(OC)C=1)=O>[N+:164]([C:2]1[CH:21]=[C:20]([O:24][CH3:25])[CH:19]=[CH:18][C:3]=1/[CH:4]=[CH:5]\[C:6]1[CH:11]=[C:10]([O:12][CH3:13])[C:9]([O:14][CH3:15])=[C:8]([O:16][CH3:17])[CH:7]=1)([O-:166])=[O:165]. Procedure details: 2′-Hydroxy-3′-Disodium Phosphate-3,4,4′,5-tetramethoxy-(Z)-stilbene (ZSB-2A) 3′,5′-Dihydroxy-3,4,4′,5-tetramethoxy-(Z)-stilbene (ZSB-1B) (0.27 g, 80%). 1H NMR (300 MHz): 3.67(6H, s), 3.79(3H, s), 3.86(3H, s), 4.96(2H, bs), 6.23(1H, d, J=12.28 Hz), 6.36(1H, d, J=12.2 Hz), 6.43(2H, s), 6.56(2H, s). 13C NMR (75.47 MHz): 55.92, 60.94, 61.14, 106.2, 108.68, 129.19, 130.07, 132.29, 133.69, 134.02, 137.27, 148.62, 152.83. 3′,5′-Tetrasodium Phosphate-3,4,4′,5-tetramethoxy-(Z)-stilbene (ZSB-2B) 2′-Bromo-... The reactants are C(C1=CC=CC=C1)OC(=O)NC=1C=C(CN2C3=C(N[C@H]4[C@@H](C2=O)CCC4)C=CC=C3)C=CC1 ((3aR*,10aS*)-9-[3-(benzyloxycarbonylamino)benzyl]-2,3,3a,4,9,10a-hexahydrobenzo[b]cyclopenta[e][1,4]diazepin-10(1H)-one), C1(C=2C(C(N1CC(=O)Cl)=O)=CC=CC2)=O (phthalimidoacetyl chloride), C(=O)(O)[O-].[Na+] (NaHCO3). Solvent: O (water), ClCCCl (1,2-dichloroethane). Yields the product C(C1=CC=CC=C1)OC(=O)NC=1C=C(CN2C3=C(N([C@H]4[C@@H](C2=O)CCC4)C(CN4C(C=2C(C4=O)=CC=CC2)=O)=O)C=CC=C3)C=CC1 ((3aR*,10aS*)-9-[3-(Benzyloxycarbonylamino)benzyl]-4-(phthalimidoacetyl)-2,3,3a,4,9,10a-hexahydrobenzo[b]cyclopenta[e][1,4]diazepin-10(1H)-one). Yield: 55.5%. Reaction SMILES: [CH2:1]([O:8][C:9]([NH:11][C:12]1[CH:13]=[C:14]([CH:31]=[CH:32][CH:33]=1)[CH2:15][N:16]1[C:22](=[O:23])[C@H:21]2[CH2:24][CH2:25][CH2:26][C@H:20]2[NH:19][C:18]2[CH:27]=[CH:28][CH:29]=[CH:30][C:17]1=2)=[O:10])[C:2]1[CH:7]=[CH:6][CH:5]=[CH:4][CH:3]=1.[C:34]1(=[O:48])[N:38]([CH2:39][C:40](Cl)=[O:41])[C:37](=[O:43])[C:36]2=[CH:44][CH:45]=[CH:46][CH:47]=[C:35]12.C([O-])(O)=O.[Na+]>ClCCCl.O>[CH2:1]([O:8][C:9]([NH:11][C:12]1[CH:13]=[C:14]([CH:31]=[CH:32][CH:33]=1)[CH2:15][N:16]1[C:22](=[O:23])[C@H:21]2[CH2:24][CH2:25][CH2:26][C@H:20]2[N:19]([C:40](=[O:41])[CH2:39][N:38]2[C:37](=[O:43])[C:36]3=[CH:44][CH:45]=[CH:46][CH:47]=[C:35]3[C:34]2=[O:48])[C:18]2[CH:27]=[CH:28][CH:29]=[CH:30][C:17]1=2)=[O:10])[C:2]1[CH:3]=[CH:4][CH:5]=[CH:6][CH:7]=1 |f:2.3|. Procedure details: To a solution of (3aR*,10aS*)-9-[3-(benzyloxycarbonylamino)benzyl]-2,3,3a,4,9,10a-hexahydrobenzo[b]cyclopenta[e][1,4]diazepin-10(1H)-one (1.9 g, 4.3 mmol) in 1,2-dichloroethane (50 mL) was added phthalimidoacetyl chloride (1.1 g, 4.7 mmol) at room temperature and the mixture was refluxed for 17 hours. After cooling, saturated aqueous NaHCO3 solution (30 mL) was added and the mixture was diluted with water and extracted with 2 portions of chloroform. The pooled organic layer was washed with satur... Starting materials: C(C(=O)OCC)(=O)OCC (diethyl oxalate), CNC(C)O (N-methylamino-ethanol). Solvent: C1(=CC=CC=C1)C (toluene). Yields the product CN1C(C(OCC1)=O)=O (4-Methyl-morpholine-2,3-dione). Reaction SMILES: [C:1]([O:8]CC)(=O)[C:2]([O:4][CH2:5][CH3:6])=[O:3].[CH3:11][NH:12]C(O)C>C1(C)C=CC=CC=1>[CH3:11][N:12]1[CH2:6][CH2:5][O:4][C:2](=[O:3])[C:1]1=[O:8]. Procedure: Following the procedure of G. Drefahl, M. Hartmann and A. Skurk, Chem. Ber. 1966, 99, diethyl oxalate (1.81 mL, 0.0133 mol) and N-methylamino-ethanol (1 g, 0.0133 mol) were dissolved in toluene(50 mL) and heated at reflux for 5 h. The reaction mixture was concentrated to dryness, triturated with ether, and the residue chromatographed (SiO2, 0-5% MeOH in CH2Cl2) to give the title compound. Starting materials: CC1=NC(=CC(=C1)O)C (2,6-dimethyl-4-hydroxypyridine), C([O-])([O-])=O.[K+].[K+] (potassium carbonate), CN(C(=O)Cl)C (dimethylcarbamic acid chloride). Solvent: C(C)#N (acetonitrile). Reaction conditions: temperature 80 celsius. The product is CC1=NC(=CC(=C1)OC(=O)N(C)C)C (2,6-dimethyl-4-dimethylaminocarbonyloxy-pyridine). As a reaction SMILES: [CH3:1][C:2]1[CH:7]=[C:6]([OH:8])[CH:5]=[C:4]([CH3:9])[N:3]=1.C(=O)([O-])[O-].[K+].[K+].[CH3:16][N:17]([CH3:21])[C:18](Cl)=[O:19]>C(#N)C>[CH3:1][C:2]1[CH:7]=[C:6]([O:8][C:18]([N:17]([CH3:21])[CH3:16])=[O:19])[CH:5]=[C:4]([CH3:9])[N:3]=1 |f:1.2.3|. Procedure details: 30,8 g (0,25 mole) of 2,6-dimethyl-4-hydroxypyridine were suspended in 500 ml of acetonitrile, 69 g (0,5 mole) of potassium carbonate were added and the mixture was heated to reflux temperature for 2 hours. Subsequently 47 g (0,44 mole) of dimethylcarbamic acid chloride were added at an interior temperature of approximately 60°-70° C. and the mixture was maintained for two hours at about 80° C. Starting materials: [H-].[H-].[H-].[H-].[Li+].[Al+3] (LiAlH4), C(C)OC(=O)C=1N(C=NC1)C1C(C(NC2=CC=CC=C12)=O)(C)C (3-(3,3-Dimethyl-2-oxo-1,2,3,4-tetrahydro-quinolin-4-yl)-3H-imidazole-4-carboxylic acid ethyl ester). Run in C1CCOC1 (THF). Reaction conditions: time 4 hour. Product: OCC1=CN=CN1C1C(C(NC2=CC=CC=C12)=O)(C)C (4-(5-Hydroxymethyl-imidazol-1-yl)-3,3-dimethyl-3,4-dihydro-1H-quinolin-2-one). Yield: 82.8%. RXN SMILES: [H-].[H-].[H-].[H-].[Li+].[Al+3].C([O:9][C:10]([C:12]1[N:13]([CH:17]2[C:26]3[C:21](=[CH:22][CH:23]=[CH:24][CH:25]=3)[NH:20][C:19](=[O:27])[C:18]2([CH3:29])[CH3:28])[CH:14]=[N:15][CH:16]=1)=O)C>C1COCC1>[OH:9][CH2:10][C:12]1[N:13]([CH:17]2[C:26]3[C:21](=[CH:22][CH:23]=[CH:24][CH:25]=3)[NH:20][C:19](=[O:27])[C:18]2([CH3:29])[CH3:28])[CH:14]=[N:15][CH:16]=1 |f:0.1.2.3.4.5|. Reported procedure: A solution of LiAlH4 (1 M in ether, 1.98 mL, 1.98 mmol) is added dropwise to a solution of 3-(3,3-Dimethyl-2-oxo-1,2,3,4-tetrahydro-quinolin-4-yl)-3H-imidazole-4-carboxylic acid ethyl ester (621 mg, 1.98 mmol) in THF (10 mL) at −10° C. After 4 h at this temperature, the reaction is quenched by the addition of water (0.3 mL), NaOH solution (15%, 0.3 mL) and water (1 mL). The resulting mixture is filtered, and the solid is washed by ether (10 mL×3). The combined solution is concentrated under vacu... The reactants are C([O-])([O-])=O.[Na+].[Na+] (Sodium carbonate), O (water), N1=CC=C(C=C1)B(O)O (4-pyridinylboronic acid), BrC1=C(C=C(C=C1)I)F (1-bromo-2-fluoro-4-iodobenzene), C1(=CC=CC=C1)C (toluene), C(C)O (ethanol). The reagents and catalysts are C=1C=CC(=CC1)[P](C=2C=CC=CC2)(C=3C=CC=CC3)[Pd]([P](C=4C=CC=CC4)(C=5C=CC=CC5)C=6C=CC=CC6)([P](C=7C=CC=CC7)(C=8C=CC=CC8)C=9C=CC=CC9)[P](C=1C=CC=CC1)(C=1C=CC=CC1)C=1C=CC=CC1 (tetrakis(triphenylphosphine)palladium(0)). Product: BrC1=C(C=C(C=C1)C1=CC=NC=C1)F (4-(4-Bromo-3-fluorophenyl)pyridine). RXN SMILES: C(=O)([O-])[O-].[Na+].[Na+].O.[N:8]1[CH:13]=[CH:12][C:11](B(O)O)=[CH:10][CH:9]=1.[Br:17][C:18]1[CH:23]=[CH:22][C:21](I)=[CH:20][C:19]=1[F:25].C1(C)C=CC=CC=1.C(O)C>C1C=CC([P]([Pd]([P](C2C=CC=CC=2)(C2C=CC=CC=2)C2C=CC=CC=2)([P](C2C=CC=CC=2)(C2C=CC=CC=2)C2C=CC=CC=2)[P](C2C=CC=CC=2)(C2C=CC=CC=2)C2C=CC=CC=2)(C2C=CC=CC=2)C2C=CC=CC=2)=CC=1>[Br:17][C:18]1[CH:23]=[CH:22][C:21]([C:11]2[CH:12]=[CH:13][N:8]=[CH:9][CH:10]=2)=[CH:20][C:19]=1[F:25] |f:0.1.2,^1:39,41,60,79|. Procedure details: Sodium carbonate (0.86 g, 0.0081 mol) in water (3.0 mL, 0.17 mol) was added to a mixture of 4-pyridinylboronic acid (0.5 g, 0.004 mol), 1-bromo-2-fluoro-4-iodobenzene (1.5 g, 0.0049 mol), and tetrakis(triphenylphosphine)palladium(0) (0.02 g, 0.00002 mol) in toluene (6.0 mL, 0.056 mol) and ethanol (3.0 mL, 0.051 mol). The resulting mixture was irradiated by microwave at 120° C. for 30 min. The reaction mixture was extracted with EtOAc and the combined organic layers were dried over Na2SO4, filter...